describe an organic reaction: reactants, conditions, products, and yield From a dataset of the Open Reaction Database (ORD), a public repository of structured organic reaction records. The product is O=C(Nc1ccccc1)c1cc2cc([N+](=O)[O-])ccc2[nH]1. As a reaction SMILES: [CH3:16][N:17]([CH3:18])[CH2:19][CH2:20][CH2:21][N:22]=[C:23]=[N:24][CH2:25][CH3:26].[CH3:35][N:36]([CH3:37])[c:38]1[cH:39][cH:40][n:41][cH:42][cH:43]1.[Cl:44][CH2:45][Cl:46].[ClH:27].[N+:1](=[O:2])([O-:3])[c:4]1[cH:5][c:6]2[cH:7][c:8]([C:13](=[O:14])[OH:15])[nH:9][c:10]2[cH:11][cH:12]1.[NH2:28][c:29]1[cH:30][cH:31][cH:32][cH:33][cH:34]1.[O:47]=[CH:48][N:49]([CH3:50])[CH3:51]>>[N+:1](=[O:2])([O-:3])[c:4]1[cH:5][c:6]2[cH:7][c:8]([C:13](=[O:15])[NH:28][c:29]3[cH:30][cH:31][cH:32][cH:33][cH:34]3)[nH:9][c:10]2[cH:11][cH:12]1. Reactants: CCN=C=NCCCN(C)C, CN(C)c1ccncc1, ClCCl, Cl, O=C(O)c1cc2cc([N+](=O)[O-])ccc2[nH]1, Nc1ccccc1, CN(C)C=O.